This data is from the Open Reaction Database (ORD), a public repository of structured organic reaction records. The task is: describe an organic reaction: reactants, conditions, products, and yield The reactants are BrC1=CC2=C(N=C(S2)OC2CCN(CC2)C=2SC(=NN2)C)C=C1 (6-bromo-2-(1-(5-methyl-1,3,4-thiadiazol-2-yl)piperidin-4-yloxy)benzo[d]thiazole), CC1(OB(OC1(C)C)C1=CCN(CC1)C(=O)OC(C)(C)C)C (tert-butyl 4-(4,4,5,5-tetramethyl-1,3,2-dioxaborolan-2-yl)-5,6-dihydropyridine-1(2H)-carboxylate), C([O-])([O-])=O.[K+].[K+] (potassium carbonate). The reagents and catalysts are C=1C=CC(=CC1)[P](C=2C=CC=CC2)(C=3C=CC=CC3)[Pd]([P](C=4C=CC=CC4)(C=5C=CC=CC5)C=6C=CC=CC6)([P](C=7C=CC=CC7)(C=8C=CC=CC8)C=9C=CC=CC9)[P](C=1C=CC=CC1)(C=1C=CC=CC1)C=1C=CC=CC1 (Pd(Ph3P)4). Run in O1CCOCC1 (dioxane), O (water), O (water). Conditions: temperature 100 celsius, time 8 hour. Yields the product CC1=NN=C(S1)N1CCC(CC1)OC=1SC2=C(N1)C=CC(=C2)C2=CCN(CC2)C(=O)OC(C)(C)C (tert-butyl 4-(2-(1-(5-methyl-1,3,4-thiadiazol-2-yl)piperidin-4-yloxy)benzo[d]thiazol-6-yl)-5,6-dihydropyridine-1(2H)-carboxylate). Yield: 78.8%. As a reaction SMILES: Br[C:2]1[CH:23]=[CH:22][C:5]2[N:6]=[C:7]([O:9][CH:10]3[CH2:15][CH2:14][N:13]([C:16]4[S:17][C:18]([CH3:21])=[N:19][N:20]=4)[CH2:12][CH2:11]3)[S:8][C:4]=2[CH:3]=1.CC1(C)C(C)(C)OB([C:32]2[CH2:37][CH2:36][N:35]([C:38]([O:40][C:41]([CH3:44])([CH3:43])[CH3:42])=[O:39])[CH2:34][CH:33]=2)O1.C(=O)([O-])[O-].[K+].[K+]>O1CCOCC1.O.C1C=CC([P]([Pd]([P](C2C=CC=CC=2)(C2C=CC=CC=2)C2C=CC=CC=2)([P](C2C=CC=CC=2)(C2C=CC=CC=2)C2C=CC=CC=2)[P](C2C=CC=CC=2)(C2C=CC=CC=2)C2C=CC=CC=2)(C2C=CC=CC=2)C2C=CC=CC=2)=CC=1>[CH3:21][C:18]1[S:17][C:16]([N:13]2[CH2:14][CH2:15][CH:10]([O:9][C:7]3[S:8][C:4]4[CH:3]=[C:2]([C:32]5[CH2:37][CH2:36][N:35]([C:38]([O:40][C:41]([CH3:44])([CH3:43])[CH3:42])=[O:39])[CH2:34][CH:33]=5)[CH:23]=[CH:22][C:5]=4[N:6]=3)[CH2:11][CH2:12]2)=[N:20][N:19]=1 |f:2.3.4,^1:62,64,83,102|. Procedure: To a degassed solution of 6-bromo-2-(1-(5-methyl-1,3,4-thiadiazol-2-yl)piperidin-4-yloxy)benzo[d]thiazole (450 mg, 1.094 mmol), tert-butyl 4-(4,4,5,5-tetramethyl-1,3,2-dioxaborolan-2-yl)-5,6-dihydropyridine-1(2H)-carboxylate (406 mg, 1.313 mmol) and potassium carbonate (454 mg, 3.28 mmol) in dioxane (9 mL) and water (3.0 mL) was added Pd(Ph3P)4 (63 mg, 0.055 mmol). The reaction mixture was stirred at 100° C. overnight. The reaction mixture was cooled to rt, diluted with water (20 mL), and extrac... The reactants are CCOc1ccc(C2(C(=O)O)CC2(Cl)Cl)cc1, Cc1ccccc1, [Cl-], Cl, OCc1ccc(F)c(Oc2ccccc2)c1, O, c1ccncc1. The product is CCOc1ccc(C2(C(=O)OCc3ccc(F)c(Oc4ccccc4)c3)CC2(Cl)Cl)cc1. Reaction SMILES: [CH2:2]([CH3:3])[O:4][c:5]1[cH:6][cH:7][c:8]([C:11]2([C:16](=[O:17])[OH:18])[C:12]([Cl:14])([Cl:15])[CH2:13]2)[cH:9][cH:10]1.[CH3:42][c:43]1[cH:44][cH:45][cH:46][cH:47][cH:48]1.[Cl-:1].[ClH:41].[O:19]([c:20]1[cH:21][cH:22][cH:23][cH:24][cH:25]1)[c:26]1[cH:27][c:28]([CH2:29][OH:30])[cH:31][cH:32][c:33]1[F:34].[OH2:49].[cH:35]1[cH:36][cH:37][n:38][cH:39][cH:40]1>>[CH2:2]([CH3:3])[O:4][c:5]1[cH:6][cH:7][c:8]([C:11]2([C:16]([O:17][CH2:29][c:28]3[cH:27][c:26]([O:19][c:20]4[cH:21][cH:22][cH:23][cH:24][cH:25]4)[c:33]([F:34])[cH:32][cH:31]3)=[O:18])[C:12]([Cl:14])([Cl:15])[CH2:13]2)[cH:9][cH:10]1. Reactants: O=C([O-])[O-], CC#N, N#Cc1ccc2[nH]c(C(F)F)cc2c1Cl, Fc1cc(F)cc(-c2nc(CCl)no2)c1, [Cs+], [Cs+]. The product is N#Cc1ccc2c(cc(C(F)F)n2Cc2noc(-c3cc(F)cc(F)c3)n2)c1Cl. RXN SMILES: [C:16](=[O:17])([O-:18])[O-:19].[CH3:37][C:38]#[N:39].[Cl:1][c:2]1[c:3]2[cH:4][c:5]([CH:13]([F:14])[F:15])[nH:6][c:7]2[cH:8][cH:9][c:10]1[C:11]#[N:12].[Cl:22][CH2:23][c:24]1[n:25][o:26][c:27](-[c:29]2[cH:30][c:31]([F:36])[cH:32][c:33]([F:35])[cH:34]2)[n:28]1.[Cs+:20].[Cs+:21]>>[Cl:1][c:2]1[c:3]2[cH:4][c:5]([CH:13]([F:14])[F:15])[n:6]([CH2:23][c:24]3[n:25][o:26][c:27](-[c:29]4[cH:30][c:31]([F:36])[cH:32][c:33]([F:35])[cH:34]4)[n:28]3)[c:7]2[cH:8][cH:9][c:10]1[C:11]#[N:12]. Procedure details: Formic acid (11.3 g) and toluene (5 ml) were added to 1,1-ethylenedioxy-4-(3',5'-difluoro-4'-trifluoromethylphenyl)cyclohexane (15.7 g), followed by heating the mixture under reflux with stirring for 2 hours, adding the reaction solution to water (50 ml), extracting with ethyl acetate (100 ml), drying the organic layer over anhydrous MgSO4, and distilling off the solvent under reduced pressure, to obtain 4-(3',5'-difluoro-4'-trifluoromethylphenyl)cyclohexanone (12.0 g). Product: FC=1C=C(C=C(C1C(F)(F)F)F)C1CCC(CC1)=O (4-(3',5'-difluoro-4'-trifluoromethylphenyl)cyclohexanone). Conditions: time 2 hour. Starting materials: C(=O)O (Formic acid), C1(=CC=CC=C1)C (toluene), C1OC2(CCC(CC2)C2=CC(=C(C(=C2)F)C(F)(F)F)F)OC1 (1,1-ethylenedioxy-4-(3',5'-difluoro-4'-trifluoromethylphenyl)cyclohexane). Reaction SMILES: C(O)=O.C1(C)C=CC=CC=1.C1CO[C:13]2([CH2:18][CH2:17][CH:16]([C:19]3[CH:24]=[C:23]([F:25])[C:22]([C:26]([F:29])([F:28])[F:27])=[C:21]([F:30])[CH:20]=3)[CH2:15][CH2:14]2)[O:12]1>O>[F:25][C:23]1[CH:24]=[C:19]([CH:16]2[CH2:17][CH2:18][C:13](=[O:12])[CH2:14][CH2:15]2)[CH:20]=[C:21]([F:30])[C:22]=1[C:26]([F:28])([F:29])[F:27]. Solvent: O (water). Isolated yield 88.5%. Starting materials: OC1=CC=C(C=C1)CC(=O)OC (4-hydroxyphenylacetic acid, methyl ester), Cl (HCl), [Na] (Sodium), O1C[C@H]1COCC1=CC=CC=C1 ((S)-1,2-epoxy-3-benzyloxypropane). The solvent is CO (MeOH), CO (MeOH), CO (MeOH). Product: C(C1=CC=CC=C1)OC[C@@H](COC1=CC=C(C=C1)CC(=O)OC)O ((S)-4-(3-benzyloxy-2-hydroxypropoxy)phenyl acetic acid, methyl ester). As a reaction SMILES: [Na].[OH:2][C:3]1[CH:8]=[CH:7][C:6]([CH2:9][C:10]([O:12][CH3:13])=[O:11])=[CH:5][CH:4]=1.[O:14]1[C@H:16]([CH2:17][O:18][CH2:19][C:20]2[CH:25]=[CH:24][CH:23]=[CH:22][CH:21]=2)[CH2:15]1.Cl>CO>[CH2:19]([O:18][CH2:17][C@H:16]([OH:14])[CH2:15][O:2][C:3]1[CH:4]=[CH:5][C:6]([CH2:9][C:10]([O:12][CH3:13])=[O:11])=[CH:7][CH:8]=1)[C:20]1[CH:25]=[CH:24][CH:23]=[CH:22][CH:21]=1 |^1:0|. Procedure: Sodium (2.3 g; 0.1 mol) was dissolved in 500 ml anhydrous MeOH and to this was added a solution of 194.3 g (1.17 mol) 4-hydroxyphenylacetic acid, methyl ester in 250 ml MeOH followed by a solution of 167.3 g. (1.018 mol) (S)-1,2-epoxy-3-benzyloxypropane in 250 ml MeOH. The solution was stirred under reflux for 12 hours. The cooled solution was treated with 8.3 ml (0.1 mol) of concentrated HCl and the methanol was removed in vacuo. The crude product was dissolved in benzene and washed with 2×200 ... The reactants are ClC1=NN=CC2=C(C=C(C=C12)OC)OC (1-chloro-5,7-dimethoxyphthalazine), NC1CCN(CC1)CC1=CC2=CC=CC=C2C=C1 (4-amino-1-(naphthalen-2-ylmethyl)piperidine). Product: COC1=C2C=NN=C(C2=CC(=C1)OC)NC1CCN(CC1)CC1=CC2=CC=CC=C2C=C1 (5,7-dimethoxy-N-[1-(naphthalen-2-ylmethyl)piperidin-4-yl]phthalazin-1-amine). As a reaction SMILES: Cl[C:2]1[C:11]2[C:6](=[C:7]([O:14][CH3:15])[CH:8]=[C:9]([O:12][CH3:13])[CH:10]=2)[CH:5]=[N:4][N:3]=1.[NH2:16][CH:17]1[CH2:22][CH2:21][N:20]([CH2:23][C:24]2[CH:33]=[CH:32][C:31]3[C:26](=[CH:27][CH:28]=[CH:29][CH:30]=3)[CH:25]=2)[CH2:19][CH2:18]1>>[CH3:15][O:14][C:7]1[CH:8]=[C:9]([O:12][CH3:13])[CH:10]=[C:11]2[C:6]=1[CH:5]=[N:4][N:3]=[C:2]2[NH:16][CH:17]1[CH2:18][CH2:19][N:20]([CH2:23][C:24]2[CH:33]=[CH:32][C:31]3[C:26](=[CH:27][CH:28]=[CH:29][CH:30]=3)[CH:25]=2)[CH2:21][CH2:22]1. Reported procedure: This compound is obtained according to the procedure described in 2.4 by reacting 1-chloro-5,7-dimethoxyphthalazine described in 13.2 with 4-amino-1-(naphthalen-2-ylmethyl)piperidine. Reactants: CC(C)CCC[C@@H](C)[C@H]1CC[C@H]2[C@@H]3CC=C4C[C@@H](O)CC[C@]4(C)[C@H]3CC[C@]12C (Cholesterol), C=CCCCC (1-hexene), CC(C)CCC[C@@H](C)[C@H]1CC[C@H]2[C@@H]3CCC4=CC(CC[C@]4(C)[C@H]3CC[C@]12C)=O (4-cholesten-3-one), CC(C)CCC[C@@H](C)[C@H]1CC[C@H]2[C@@H]3CC=C4C[C@@H](O)CC[C@]4(C)[C@H]3CC[C@]12C (cholesterol), C[C@H](CCCC(C)C)[C@H]1CC[C@@H]2[C@@]1(CC[C@H]3[C@H]2CC[C@@H]4[C@@]3(CCC(=O)C4)C)C (coprostanone), CC(C)C(CC[C@@H](C)[C@H]1CC[C@H]2[C@@H]3CCC4CCCC[C@]4(C)[C@H]3CC[C@]12C)=O (cholestanone). Reagents/catalysts: G65-S-RS. Solvent: C(C)C(=O)C (methyl ethyl ketone). Reaction conditions: time 4 hour. Yields the product CC[C@H](CC[C@@H](C)[C@H]1CC[C@@H]2[C@@]1(CC[C@H]3[C@H]2CC=C4[C@@]3(CC[C@@H](C4)O)C)C)C(C)C (sitosterol). As a reaction SMILES: [CH3:1][CH:2]([CH2:4][CH2:5][CH2:6][C@H:7]([C@@H:9]1[C@:27]2([CH3:28])[C@H:12]([C@H:13]3[C@H:24]([CH2:25][CH2:26]2)[C@:22]2([CH3:23])[C:16]([CH2:17][C@H:18]([CH2:20][CH2:21]2)[OH:19])=[CH:15][CH2:14]3)[CH2:11][CH2:10]1)[CH3:8])[CH3:3].[CH2:29]=[CH:30]CCCC.CC(CCC[C@H]([C@@H]1[C@]2(C)[C@H]([C@H]3[C@H](CC2)[C@]2(C)C(=CC(=O)CC2)CC3)CC1)C)C.C[C@@H]([C@@H]1[C@@]2(C)CC[C@@H]3[C@@]4(C)CCC(C[C@@H]4CC[C@H]3[C@@H]2CC1)=O)CCCC(C)C.CC(C(=O)CC[C@H]([C@@H]1[C@]2(C)[C@H]([C@H]3[C@H](CC2)[C@]2(C)C(CCCC2)CC3)CC1)C)C>C(C(C)=O)C>[CH3:29][CH2:30][C@@H:4]([CH:2]([CH3:1])[CH3:3])[CH2:5][CH2:6][C@H:7]([C@@H:9]1[C@@:27]2([CH3:28])[CH2:26][CH2:25][C@@H:24]3[C@@:22]4([CH3:23])[CH2:21][CH2:20][C@H:18]([OH:19])[CH2:17][C:16]4=[CH:15][CH2:14][C@H:13]3[C@@H:12]2[CH2:11][CH2:10]1)[CH3:8]. Procedure details: Cholesterol (20 g), methyl ethyl ketone (150 ml), and Girdler G65-S-RS catalyst (10.0 g) and 1-hexene (13 g) were heated and rocked at 250° C. for 4 hours. An analysis by gas chromatography indicated conversion to a mixture of 4-cholesten-3-one (78 parts), cholesterol (4 parts), coprostanone (8 parts), and cholestanone (6 parts). Similar results are obtained when sitosterol is used in place of cholesterol. Reactants: N#CC1CCCCN1, BrCCCOc1ccccc1. Yields the product N#CC1CCCCN1CCCOc1ccccc1. Reaction SMILES: [C:12](#[N:13])[CH:14]1[NH:15][CH2:16][CH2:17][CH2:18][CH2:19]1.[O:1]([c:2]1[cH:3][cH:4][cH:5][cH:6][cH:7]1)[CH2:8][CH2:9][CH2:10][Br:11]>>[O:1]([c:2]1[cH:3][cH:4][cH:5][cH:6][cH:7]1)[CH2:8][CH2:9][CH2:10][N:15]1[CH:14]([C:12]#[N:13])[CH2:19][CH2:18][CH2:17][CH2:16]1. Starting materials: N1C(=O)NC(=O)C=C1 (uracil), C(CCC)S(=O)CCCC (dibutyl sulfoxide), S(O)(O)(=O)=O (sulfuric acid), OO (hydrogen peroxide), aqueous solution, FC(F)(F)I (trifluoromethyl iodide). Reagents/catalysts: S(=O)(=O)([O-])[O-].[Fe+2] (iron(II) sulfate). Yields the product FC(C=1C(NC(NC1)=O)=O)(F)F (5-trifluoromethyluracil). The yield is 0.2%. As a reaction SMILES: [NH:1]1[CH:8]=[CH:7][C:5](=[O:6])[NH:4][C:2]1=[O:3].[F:9][C:10](I)([F:12])[F:11].C(S(CCCC)=O)CCC.S(=O)(=O)(O)O.OO>S([O-])([O-])(=O)=O.[Fe+2]>[F:9][C:10]([F:12])([F:11])[C:7]1[C:5](=[O:6])[NH:4][C:2](=[O:3])[NH:1][CH:8]=1 |f:5.6|. Reported procedure: 0.055 g (0.5 mmol) of uracil was weighed and placed in a two-neck flask and the atmosphere in the flask was replaced with trifluoromethyl iodide. The following materials were added thereinto: 2.5 ml of dibutyl sulfoxide, 0.027 ml of concentrated sulfuric acid, 0.1 ml of a 30% hydrogen peroxide aqueous solution and 0.15 ml of a 1.0 mol/l aqueous solution of iron(II) sulfate, and the mixture was stirred for 20 minutes. During the stirring, the temperature of the reaction system rose up in the rang...